Task: describe an organic reaction: reactants, conditions, products, and yield. Dataset: the Open Reaction Database (ORD), a public repository of structured organic reaction records Reactants: ClC1=CC(=CC=C1)C(=O)OO (m-chloroperbenzoic acid), C(C1=CC=CC=C1)SC1CC(N1CC(CCC1=CC=CC=C1)=O)=O (4-(benzylthio)-1-(4-phenyl-2-oxobutyl)azetidin-2-one), S(=O)([O-])[O-].[Na+].[Na+] (sodium sulphite), C(O)([O-])=O.[Na+] (sodium hydrogen carbonate). The solvent is ClCCl (dichloromethane), ClCCl (dichloromethane). Reaction conditions: time 30 minute. Product: C(C1=CC=CC=C1)S(=O)C1CC(N1CC(CCC1=CC=CC=C1)=O)=O (4-(benzylsulphinyl)-1-(4-phenyl-2-oxobutyl)azetidin-2-one). The yield is 24.5%. Reaction SMILES: [CH2:1]([S:8][CH:9]1[N:12]([CH2:13][C:14](=[O:23])[CH2:15][CH2:16][C:17]2[CH:22]=[CH:21][CH:20]=[CH:19][CH:18]=2)[C:11](=[O:24])[CH2:10]1)[C:2]1[CH:7]=[CH:6][CH:5]=[CH:4][CH:3]=1.ClC1C=CC=C(C(OO)=[O:33])C=1.S([O-])([O-])=O.[Na+].[Na+].C(=O)([O-])O.[Na+]>ClCCl>[CH2:1]([S:8]([CH:9]1[N:12]([CH2:13][C:14](=[O:23])[CH2:15][CH2:16][C:17]2[CH:22]=[CH:21][CH:20]=[CH:19][CH:18]=2)[C:11](=[O:24])[CH2:10]1)=[O:33])[C:2]1[CH:3]=[CH:4][CH:5]=[CH:6][CH:7]=1 |f:2.3.4,5.6|. Reported procedure: A solution of 4-(benzylthio)-1-(4-phenyl-2-oxobutyl)azetidin-2-one (3.1 g, 9.2 mmol) in dichloromethane (100 ml) was cooled to -50 to -60° C. and a solution of m-chloroperbenzoic acid (1.9 g, 11 mmol) in dichloromethane (80 ml) added dropwise with stirring over 30 min. After a further 30 min at -50 to -60° C. the reaction mixture was shaken with a mixture of saturated aqueous sodium sulphite and saturated sodium hydrogen carbonate and the organic layer separated, dried (MgSO4) and evaporated to ...